Dataset: the Open Reaction Database (ORD), a public repository of structured organic reaction records. Task: describe an organic reaction: reactants, conditions, products, and yield The reactants are C(F)(F)(C(F)(F)C(F)(F)C(F)(F)F)CC[Si](Cl)(Cl)Cl (C4F9CH2CH2SiCl3), [SiH](C)(C)Cl (Me2SiHCl), C(F)(F)(C(F)(F)C(F)(F)C(F)(F)F)CC[Si](Cl)(Cl)Cl (C4F9CH2CH2SiCl3), chlorosilanes, [SiH](C)(C)Cl (Me2SiHCl), C(F)(F)(C(F)(F)C(F)(F)C(F)(F)F)CC[Si](Cl)(Cl)Cl (C4F9CH2CH2SiCl3), [Si](Cl)(Cl)(C)C (Me2SiCl2), C(F)(F)(C(F)(F)C(F)(F)C(F)(F)F)CC[SiH](Cl)Cl (C4F9CH2CH2SiHCl2). Reagents/catalysts: [Cl-].C(CCC)[N+](CCCC)(CCCC)CCCC (tetra(n-butyl)ammonium chloride). Run at temperature 80 celsius. Yields the product [Si](Cl)(Cl)(CCC(F)(F)C(F)(F)C(F)(F)C(F)(F)F)CCC(F)(F)C(F)(F)C(F)(F)C(F)(F)F ((C4F9CH2CH2)2SiCl2). As a reaction SMILES: [C:1]([CH2:14][CH2:15][Si:16]([Cl:19])(Cl)[Cl:17])([C:4]([C:7]([C:10]([F:13])([F:12])[F:11])([F:9])[F:8])([F:6])[F:5])([F:3])[F:2].[SiH](Cl)(C)C.[C:24]([CH2:37][CH2:38][SiH](Cl)Cl)([C:27]([C:30]([C:33]([F:36])([F:35])[F:34])([F:32])[F:31])([F:29])[F:28])([F:26])[F:25].[Si](C)(C)(Cl)Cl>[Cl-].C([N+](CCCC)(CCCC)CCCC)CCC>[Si:16]([CH2:38][CH2:37][C:24]([C:27]([C:30]([C:33]([F:34])([F:35])[F:36])([F:32])[F:31])([F:29])[F:28])([F:26])[F:25])([CH2:15][CH2:14][C:1]([C:4]([C:7]([C:10]([F:11])([F:13])[F:12])([F:9])[F:8])([F:5])[F:6])([F:2])[F:3])([Cl:17])[Cl:19] |f:4.5|. Reported procedure: 3 moles C4F9CH=CH2 and 4.8 g isopropanolic chloroplatinic acid solution (concentration=10%) were placed in a flask and heated under reflux while stirring. 2.5 moles trichlorosilane was dripped in from an addition funnel over a period of 3 hours, and the reaction was then heated under reflux for another 5 hours. At this point, analysis by gas chromatography confirmed the disappearance of the C4F9CH=CH2, and C4F9CH2CH2SiCl3 was isolated by distillation at ambient pressure. The boiling point of thi... The reactants are C(Cl)Cl.CO.[NH4+].[OH-] (CH2Cl2 MeOH NH4OH), C(=O)[C@H]1CN(C[C@@H]1C1=CC=CC=C1)[C@H](C(=O)OCC1=CC=C(C=C1)OC)CC1CCC1 (2-(S)-(3-(R)-formyl-4-(S)-phenylpyrrolidin-1-yl)-3-(cyclobutyl)propanoic acid, (4-methoxy)benzyl ester), C1(=CC=CC=C1)CCCC1CCNCC1 (4-(3-phenylpropyl)piperidine), Cl (HCl). Product: C1(=CC=CC=C1)CCCC1CCN(CC1)C[C@H]1CN(C[C@@H]1C1=CC=CC=C1)[C@H](C(=O)O)CC1CCC1 (2-(S)-(3-(S)-((4-(3-Phenylpropyl)piperidin-1-yl)methyl)-4-(S)-phenylpyrrolidin-1-yl)-3-(cyclobutyl)propanoic acid). Yield: 63.8%. Reaction SMILES: [CH:1]([C@@H:3]1[C@@H:7]([C:8]2[CH:13]=[CH:12][CH:11]=[CH:10][CH:9]=2)[CH2:6][N:5]([C@@H:14]([CH2:27][CH:28]2[CH2:31][CH2:30][CH2:29]2)[C:15]([O:17]CC2C=CC(OC)=CC=2)=[O:16])[CH2:4]1)=O.[C:32]1([CH2:38][CH2:39][CH2:40][CH:41]2[CH2:46][CH2:45][NH:44][CH2:43][CH2:42]2)[CH:37]=[CH:36][CH:35]=[CH:34][CH:33]=1.Cl.C(Cl)Cl.CO.[NH4+].[OH-]>>[C:32]1([CH2:38][CH2:39][CH2:40][CH:41]2[CH2:42][CH2:43][N:44]([CH2:1][C@@H:3]3[C@@H:7]([C:8]4[CH:9]=[CH:10][CH:11]=[CH:12][CH:13]=4)[CH2:6][N:5]([C@@H:14]([CH2:27][CH:28]4[CH2:29][CH2:30][CH2:31]4)[C:15]([OH:17])=[O:16])[CH2:4]3)[CH2:45][CH2:46]2)[CH:37]=[CH:36][CH:35]=[CH:34][CH:33]=1 |f:3.4.5.6|. Reported procedure: The title compound was prepared from 25 mg (0.059 mmol) of 2-(S)-(3-(R)-formyl-4-(S)-phenylpyrrolidin-1-yl)-3-(cyclobutyl)propanoic acid, (4-methoxy)benzyl ester (from EXAMPLE 92, Step C) and 14.3 mg (0.059 mmol) of 4-(3-phenylpropyl)piperidine.HCl using a procedures analogous to those described in EXAMPLE 1, Step J and EXAMPLE 10, Step F to 18.4 mg (64%) of the title compound: RF: 0.48 (90:10:1 v/v/v CH2Cl2/MeOH/NH4OH); 1H NMR (300 MHz, CD3OD) δ 0.99-3.67 (m, 33H), 6.96-7.23 (m, 10H); ESI-MS 48... Starting materials: Cl.Cl.N[C@@H]1CC[C@H](CC1)CCN1CCC(CC1)C(=O)C1=CC=CC=C1 ({1-[2-(trans-4-amino-cyclohexyl)-ethyl]-piperidin-4-yl}-phenyl-methanone dihydrochloride), C(C)(=O)O (acetic acid). The product is C(C1=CC=CC=C1)(=O)C1CCN(CC1)CC[C@@H]1CC[C@H](CC1)NC(C)=O (N-{trans-4-[2-(4-Benzoyl-piperidin-1-yl)-ethyl]-cyclohexyl}-acetamide). As a reaction SMILES: Cl.Cl.[NH2:3][C@H:4]1[CH2:9][CH2:8][C@H:7]([CH2:10][CH2:11][N:12]2[CH2:17][CH2:16][CH:15]([C:18]([C:20]3[CH:25]=[CH:24][CH:23]=[CH:22][CH:21]=3)=[O:19])[CH2:14][CH2:13]2)[CH2:6][CH2:5]1.[C:26](O)(=[O:28])[CH3:27]>>[C:18]([CH:15]1[CH2:16][CH2:17][N:12]([CH2:11][CH2:10][C@H:7]2[CH2:8][CH2:9][C@H:4]([NH:3][C:26](=[O:28])[CH3:27])[CH2:5][CH2:6]2)[CH2:13][CH2:14]1)(=[O:19])[C:20]1[CH:25]=[CH:24][CH:23]=[CH:22][CH:21]=1 |f:0.1.2|. Reported procedure: From {1-[2-(trans-4-amino-cyclohexyl)-ethyl]-piperidin-4-yl}-phenyl-methanone dihydrochloride (138 mg) and acetic acid (23 mg) by procedure C. Yield: 85 mg (66%). White solid. 357.3 ([M+H]+). RXN SMILES: [Cl:1][C:2]1[CH:7]=[C:6]([Cl:8])[CH:5]=[CH:4][C:3]=1[CH:9]1[C:14]([C:15]([O:17][CH2:18][CH3:19])=[O:16])=[C:13]([CH3:20])[NH:12][C:11]([C:21]2[N:22]=[CH:23][S:24][CH:25]=2)=[N:10]1.C1C(=O)N([Br:33])C(=O)C1>>[Br:33][CH2:20][C:13]1[NH:12][C:11]([C:21]2[N:22]=[CH:23][S:24][CH:25]=2)=[N:10][CH:9]([C:3]2[CH:4]=[CH:5][C:6]([Cl:8])=[CH:7][C:2]=2[Cl:1])[C:14]=1[C:15]([O:17][CH2:18][CH3:19])=[O:16]. The product is BrCC1=C(C(N=C(N1)C=1N=CSC1)C1=C(C=C(C=C1)Cl)Cl)C(=O)OCC (Ethyl 6-(bromomethyl)-4-(2,4-dichlorophenyl)-2-(thiazol-4-yl)-1,4-dihydropyrimidine-5-carboxylate). The reactants are ClC1=C(C=CC(=C1)Cl)C1N=C(NC(=C1C(=O)OCC)C)C=1N=CSC1 (Ethyl 4-(2,4-dichlorophenyl)-6-methyl-2-(thiazol-4-yl)-1,4-dihydropyrimidine-5-carboxylate), C1CC(=O)N(C1=O)Br (NBS). Reported procedure: Ethyl 4-(2,4-dichlorophenyl)-6-methyl-2-(thiazol-4-yl)-1,4-dihydropyrimidine-5-carboxylate (5.31 g, 13.4 mmol) (The compound was synthesized according to the procedure as described in CN200610098646.3) was reacted with NBS (2.87 g, 16.1 mmol) according to the procedure as described in Example 1, Step B to give the title compound as a yellow solid (3.63 g, 57%). The compound was characterized by the following spectroscopic data: Isolated yield 57.0%.